From a dataset of the Open Reaction Database (ORD), a public repository of structured organic reaction records. describe an organic reaction: reactants, conditions, products, and yield The reactants are BrCC=Cc1ccccc1, C[Si](C)(C)[N-][Si](C)(C)C, COC(=O)c1ccc(OCCNS(C)(=O)=O)cc1, Cl, [Na+], CN(C)C=O. The product is COC(=O)c1ccc(OCCN(CC=Cc2ccccc2)S(C)(=O)=O)cc1. RXN SMILES: [CH2:29]([CH:30]=[CH:31][c:32]1[cH:33][cH:34][cH:35][cH:36][cH:37]1)[Br:38].[CH3:19][Si:20]([N-:21][Si:22]([CH3:23])([CH3:24])[CH3:25])([CH3:26])[CH3:27].[CH3:1][O:2][C:3]([c:4]1[cH:5][cH:6][c:7]([O:10][CH2:11][CH2:12][NH:13][S:14](=[O:15])(=[O:16])[CH3:17])[cH:8][cH:9]1)=[O:18].[ClH:39].[Na+:28].[O:40]=[CH:41][N:42]([CH3:43])[CH3:44]>>[CH3:1][O:2][C:3]([c:4]1[cH:5][cH:6][c:7]([O:10][CH2:11][CH2:12][N:13]([S:14](=[O:15])(=[O:16])[CH3:17])[CH2:29][CH:30]=[CH:31][c:32]2[cH:33][cH:34][cH:35][cH:36][cH:37]2)[cH:8][cH:9]1)=[O:18]. Product: C1(CC1)CN1C(=O)N(C=2N=CN(C2C1=O)CC(C)=O)CC1=CC=CC=C1 (1-(Cyclopropylmethyl)-3-benzyl-7-(2-oxopropyl)xanthine). Procedure details: 18.1 g of 3-benzyl-7-(2-oxopropyl)xanthine were treated with 11.4 ml of bromomethylcyclopropane and 9.2 g of potassium carbonate in 150 ml of DMF for 3 hours at 70° C. The mixture was concentrated, water was added and the product was extracted with ethyl acetate. After concentration of the solution the product crystallised, m.p. 138° C. Starting materials: C(C1=CC=CC=C1)N1C(NC(C=2N(C=NC12)CC(C)=O)=O)=O (3-benzyl-7-(2-oxopropyl)xanthine), BrCC1CC1 (bromomethylcyclopropane), C([O-])([O-])=O.[K+].[K+] (potassium carbonate). The solvent is CN(C)C=O (DMF). RXN SMILES: [CH2:1]([N:8]1[C:16]2[N:15]=[CH:14][N:13]([CH2:17][C:18](=[O:20])[CH3:19])[C:12]=2[C:11](=[O:21])[NH:10][C:9]1=[O:22])[C:2]1[CH:7]=[CH:6][CH:5]=[CH:4][CH:3]=1.Br[CH2:24][CH:25]1[CH2:27][CH2:26]1.C(=O)([O-])[O-].[K+].[K+]>CN(C=O)C>[CH:25]1([CH2:24][N:10]2[C:11](=[O:21])[C:12]3[N:13]([CH2:17][C:18](=[O:20])[CH3:19])[CH:14]=[N:15][C:16]=3[N:8]([CH2:1][C:2]3[CH:7]=[CH:6][CH:5]=[CH:4][CH:3]=3)[C:9]2=[O:22])[CH2:27][CH2:26]1 |f:2.3.4|.